Task: describe an organic reaction: reactants, conditions, products, and yield. Dataset: the Open Reaction Database (ORD), a public repository of structured organic reaction records Reactants: C(C=1C(C(=O)O)=CC=CC1)(=O)O (phthalic acid), NCCOCCOCCOCCNS(=O)(=O)C1=CC(=CC=C1)C1CN(CC2=C(C=C(C=C12)Cl)Cl)C (N-(2-(2-(2-(2-aminoethoxy)ethoxy)ethoxy)ethyl)-3-(6,8-dichloro-2-methyl-1,2,3,4-tetrahydroisoquinolin-4-yl)benzenesulfonamide), NCCOCCOCCOCCNS(=O)(=O)C1=CC(=CC=C1)C1CN(CC2=C(C=C(C=C12)Cl)Cl)C (N-(2-(2-(2-(2-aminoethoxy)ethoxy)ethoxy)ethyl)-3-(6,8-dichloro-2-methyl-1,2,3,4-tetrahydroisoquinolin-4-yl)benzenesulfonamide). Yields the product ClC=1C=C2C(CN(CC2=C(C1)Cl)C)C=1C=C(C=CC1)S(=O)(=O)NCCOCCOCCOCCNC(C=1C(C(=O)NCCOCCOCCOCCNS(=O)(=O)C2=CC(=CC=C2)C2CN(CC3=C(C=C(C=C23)Cl)Cl)C)=CC=CC1)=O (N1,N2-bis(2-(2-(2-(2-(3-(6,8-dichloro-2-methyl-1,2,3,4-tetrahydroisoquinolin-4-yl)phenylsulfonamido)ethoxy)ethoxy)ethoxy)-ethyl)phthalamide). Isolated yield 59.8%. RXN SMILES: [C:1]([OH:12])(=O)[C:2]1[C:3](=[CH:7][CH:8]=[CH:9][CH:10]=1)[C:4]([OH:6])=O.[NH2:13][CH2:14][CH2:15][O:16][CH2:17][CH2:18][O:19][CH2:20][CH2:21][O:22][CH2:23][CH2:24][NH:25][S:26]([C:29]1[CH:34]=[CH:33][CH:32]=[C:31]([CH:35]2[C:44]3[C:39](=[C:40]([Cl:46])[CH:41]=[C:42]([Cl:45])[CH:43]=3)[CH2:38][N:37]([CH3:47])[CH2:36]2)[CH:30]=1)(=[O:28])=[O:27]>>[Cl:45][C:42]1[CH:43]=[C:44]2[C:39](=[C:40]([Cl:46])[CH:41]=1)[CH2:38][N:37]([CH3:47])[CH2:36][CH:35]2[C:31]1[CH:30]=[C:29]([S:26]([NH:25][CH2:24][CH2:23][O:22][CH2:21][CH2:20][O:19][CH2:18][CH2:17][O:16][CH2:15][CH2:14][NH:13][C:4](=[O:6])[C:3]2[C:2](=[CH:10][CH:9]=[CH:8][CH:7]=2)[C:1]([NH:13][CH2:14][CH2:15][O:16][CH2:17][CH2:18][O:19][CH2:20][CH2:21][O:22][CH2:23][CH2:24][NH:25][S:26]([C:29]2[CH:34]=[CH:33][CH:32]=[C:31]([CH:35]3[C:44]4[C:39](=[C:40]([Cl:46])[CH:41]=[C:42]([Cl:45])[CH:43]=4)[CH2:38][N:37]([CH3:47])[CH2:36]3)[CH:30]=2)(=[O:28])=[O:27])=[O:12])(=[O:28])=[O:27])[CH:34]=[CH:33][CH:32]=1. Reported procedure: Compound 230 was prepared by following the procedure outlined in Example 215 using phthalic acid (8.0 mg, 0.0484 mmol) and N-(2-(2-(2-(2-aminoethoxy)ethoxy)ethoxy)ethyl)-3-(6,8-dichloro-2-methyl-1,2,3,4-tetrahydroisoquinolin-4-yl)benzenesulfonamide (Compound 28, 75 mg, 0.0968 mmol). Purification by preparative HPLC gave the title compound (35.4 mg) as a TFA salt. 1H-NMR (400 MHz, CD3OD): δ 7.87 (d, 2H), 7.76 (s, 2H), 7.63 (t, 2H), 7.50 (m, 8H), 6.79 (s, 2H), 4.83-4.73 (m, 4H), 4.65 (d, 2H), 3.85... The reactants are ClC1=NC=C(C(=O)OC)C=C1 (methyl 6-chloronicotinate), C(C)(C)N(C(C)C)CC (N,N-diisopropylethylamine), C(CCC)C1=NOC(=C1CN)C (C-(3-Butyl-5-methyl-isoxazol-4-yl)-methylamine). The solvent is CS(=O)C (DMSO). Run at temperature 160 celsius. Product: COC(C1=CN=C(C=C1)NCC=1C(=NOC1C)CCCC)=O (6-[(3-Butyl-5-methyl-isoxazol-4-ylmethyl)-amino]-nicotinic acid methyl ester). Yield: 48.6%. As a reaction SMILES: [CH2:1]([C:5]1[C:9]([CH2:10][NH2:11])=[C:8]([CH3:12])[O:7][N:6]=1)[CH2:2][CH2:3][CH3:4].Cl[C:14]1[CH:23]=[CH:22][C:17]([C:18]([O:20][CH3:21])=[O:19])=[CH:16][N:15]=1.C(N(CC)C(C)C)(C)C>CS(C)=O>[CH3:21][O:20][C:18](=[O:19])[C:17]1[CH:22]=[CH:23][C:14]([NH:11][CH2:10][C:9]2[C:5]([CH2:1][CH2:2][CH2:3][CH3:4])=[N:6][O:7][C:8]=2[CH3:12])=[N:15][CH:16]=1. Reported procedure: C-(3-Butyl-5-methyl-isoxazol-4-yl)-methylamine (320 mg, 1.90 mmol) was dissolved in DMSO (3 mL), methyl 6-chloronicotinate (326 mg, 1.90 mmol) and N,N-diisopropylethylamine (492 mg, 3.80 mmol) added, and the reaction mixture heated under microwave irradiation at 160° C. for 1 h. The reaction mixture was poured onto ice-water and extracted with ethyl acetate. The combined organic extracts were dried, filtered and concentrated then purified by chromatography (silica, 0 to 50% ethyl acetate in hept... Reactants: C(CCCCO)O (1,5-pentanediol), O (water), [H-].[Na+] (sodium hydride), C(C1=CC=CC=C1)Br (benzyl bromide), O (water). Solvent: CN(C)C=O (DMF), CN(C)C=O (DMF), CN(C)C=O (DMF). Run at temperature -20 celsius, time 30 minute. The product is C(C1=CC=CC=C1)OCCCCCO (5-benzyloxy-pentan-1-ol). As a reaction SMILES: [H-].[Na+].[CH2:3]([OH:9])[CH2:4][CH2:5][CH2:6][CH2:7][OH:8].[CH2:10](Br)[C:11]1[CH:16]=[CH:15][CH:14]=[CH:13][CH:12]=1.O>CN(C=O)C>[CH2:10]([O:8][CH2:7][CH2:6][CH2:5][CH2:4][CH2:3][OH:9])[C:11]1[CH:16]=[CH:15][CH:14]=[CH:13][CH:12]=1 |f:0.1|. Reported procedure: 31.5 g of sodium hydride (60%) is introduced at room temperature in portions in 900 ml of absolute DMF. 104.8 ml of 1,5-pentanediol in 450 ml of absolute DMF is added in drops to the suspension that is cooled to −20° C. in such a way that the internal temperature does not exceed −15° C. After the addition has been completed, a solution of 121 ml of benzyl bromide in 870 ml of absolute DMF is quickly added in drops, and then the reaction mixture is stirred for 30 minutes at room temperature. The ... Starting materials: monoester, C(=O)(O)C1=C(C=CC=C1)CC(=O)OCCCN (3-aminopropyl 2-carboxyphenylacetate), C(C)(=O)O (acetic acid), C(C)(=O)O (acetic acid), C(CCC)O (Butanol), P(Cl)(Cl)(Cl)(Cl)Cl (PCl5). The reagents and catalysts are [Pd] (palladium on carbon). Solvent: O (water), N1=CC=CC=C1 (pyridine), CO (methanol), C1CCOC1 (THF). The product is NCCCOC=1OC(=O)C2=CC=CC=C2C1 (3-(3-aminopropoxy)isocoumarin). Yield: 10.8%. As a reaction SMILES: C(O)(=O)C.C(O)CCC.[C:10]([C:13]1[CH:18]=[CH:17][CH:16]=[CH:15][C:14]=1[CH2:19][C:20]([O:22][CH2:23][CH2:24][CH2:25][NH2:26])=[O:21])(O)=[O:11].P(Cl)(Cl)(Cl)(Cl)Cl>CO.[Pd].C1COCC1.O.N1C=CC=CC=1>[NH2:26][CH2:25][CH2:24][CH2:23][O:22][C:20]1[O:21][C:10]([C:13]2[C:14]([CH:19]=1)=[CH:15][CH:16]=[CH:17][CH:18]=2)=[O:11]. Procedure: Homophthalic acid (18 g, 0.1 mole) and 3-(benzyloxycarbonylamino)-1-propanol (41 g, 0.2 mole) were heated in 150 ml of benzene at 120°-130° C. for 2 hrs in the presence of a few drops of conc. H2SO4. Benzene was evaporated, and 200 ml of ethylacetate was added. The organic solution was washed with 4% NaHCO3 twice (150 ml×2). The aqueous layer which contained the monoester salt was acidified with 5N HCl and extracted with ethylacetate. 33 g of 3-(benzyloxycarbonylamino)propyl 2-carboxyphenylaceta... The reactants are COC(=O)C1CCCN1CC(=O)OCc1ccccc1, CO, [H][H]. The product is COC(=O)C1CCCN1CC(=O)O. Reaction SMILES: [CH3:1][O:2][C:3](=[O:4])[CH:5]1[N:6]([CH2:10][C:11](=[O:12])[O:13][CH2:14][c:15]2[cH:16][cH:17][cH:18][cH:19][cH:20]2)[CH2:7][CH2:8][CH2:9]1.[CH3:23][OH:24].[H:21][H:22]>>[CH3:1][O:2][C:3](=[O:4])[CH:5]1[N:6]([CH2:10][C:11](=[O:12])[OH:13])[CH2:7][CH2:8][CH2:9]1. Run in O1CCCC1 (THF), O1CCCC1 (tetrahydrofuran). Product: C(CCC)C1=NN=C(N1CC1=CC=C(C=C1)NC(C1=C(C=CC=C1)C(=O)O)=O)SCC(=O)OC (3-n-Butyl-5-(carbomethoxymethylthio)-4-[4-(2-carboxybenzamido)benzyl]-4H-1,2,4-triazole). RXN SMILES: [NH2:1][C:2]1[CH:23]=[CH:22][C:5]([CH2:6][N:7]2[C:11]([S:12][CH2:13][C:14]([O:16][CH3:17])=[O:15])=[N:10][N:9]=[C:8]2[CH2:18][CH2:19][CH2:20][CH3:21])=[CH:4][CH:3]=1.[C:24]1(=[O:34])[O:29][C:27](=[O:28])[C:26]2=[CH:30][CH:31]=[CH:32][CH:33]=[C:25]12>O1CCCC1>[CH2:18]([C:8]1[N:7]([CH2:6][C:5]2[CH:22]=[CH:23][C:2]([NH:1][C:24](=[O:34])[C:25]3[CH:33]=[CH:32][CH:31]=[CH:30][C:26]=3[C:27]([OH:29])=[O:28])=[CH:3][CH:4]=2)[C:11]([S:12][CH2:13][C:14]([O:16][CH3:17])=[O:15])=[N:10][N:9]=1)[CH2:19][CH2:20][CH3:21]. Procedure: A solution of 566 mg (1.69 mmole) of 4-(4-aminobenzyl)-3-n-butyl-5-(carbomethoxymethylthio)-4H-1,2,4-triazole in 15 ml of dry tetrahydrofuran (THF) was treated with 250 mg (1.69 mmole) of phthalic anhydride dissolved in 2 ml of dry THF. The resulting solution was stirred overnight at room temperature in a stoppered flask. The solid which had precipitated was collected on a filter and washed with ether to yield (after vacuum-drying at 30° C.) 629 mg (77%) of a white solid, mp 161°-162° C., homoge... Reactants: NC1=CC=C(CN2C(=NN=C2SCC(=O)OC)CCCC)C=C1 (4-(4-aminobenzyl)-3-n-butyl-5-(carbomethoxymethylthio)-4H-1,2,4-triazole), C1(C=2C(C(=O)O1)=CC=CC2)=O (phthalic anhydride). Reaction conditions: time 8 hour.